Dataset: the Open Reaction Database (ORD), a public repository of structured organic reaction records. Task: describe an organic reaction: reactants, conditions, products, and yield Reaction SMILES: [C:8]([N:12]([C:9](=[O:10])[O-:11])[CH2:16][CH:17]1[CH2:18][CH2:19][N:20]([c:23]2[cH:24][cH:25][c:26]([C:29]([F:30])([F:31])[F:32])[cH:27][cH:28]2)[CH2:21][CH2:22]1)([CH3:13])([CH3:14])[CH3:15].[Cl:33][CH2:34][Cl:35].[OH:1][C:2]([C:3]([F:4])([F:5])[F:6])=[O:7]>>[NH2:12][CH2:16][CH:17]1[CH2:18][CH2:19][N:20]([c:23]2[cH:24][cH:25][c:26]([C:29]([F:30])([F:31])[F:32])[cH:27][cH:28]2)[CH2:21][CH2:22]1. Starting materials: CC(C)(C)N(CC1CCN(c2ccc(C(F)(F)F)cc2)CC1)C(=O)[O-], ClCCl, O=C(O)C(F)(F)F. Yields the product NCC1CCN(c2ccc(C(F)(F)F)cc2)CC1. Reactants: [H-].[Na+] (NaH), C(C)(C)(C)[Si](OC=1C=C2C=3CSC4=C(C3NC2=CC1)C=CC=C4)(C)C (8-(tert-butyl-dimethyl-silanyloxy)-6,11-dihydro-5-thia-11-aza-benzo[a]fluorene), ClCC1=CC=C(OCCN2CCCCC2)C=C1 (1-[2-(4-chloromethyl-phenoxy)-ethyl]-piperidine). Run in CN(C)C=O (DMF). Reaction conditions: time 10 minute. Product: 8-(tert-butyl-dimethyl-silanyloxy)-11-[4-(2-piperidin-1-yl-ethoxy)-benzyl]-6,11-dihydro-5-thia-11-aza-benzo[a]fluorine, N1(CCCCC1)CCOC1=CC=C(CN2C3=CC=C(C=C3C=3CSC4=C(C23)C=CC=C4)O)C=C1 (11-[4-(2-piperidin-1-yl-ethoxy)-benzyl]-6,11-dihydro-5-thia-11-aza-benzo[a]fluoren-8-ol). RXN SMILES: [H-].[Na+].C([Si](C)(C)[O:8][C:9]1[CH:10]=[C:11]2[C:19](=[CH:20][CH:21]=1)[NH:18][C:17]1[C:16]3[CH:22]=[CH:23][CH:24]=[CH:25][C:15]=3[S:14][CH2:13][C:12]2=1)(C)(C)C.Cl[CH2:29][C:30]1[CH:44]=[CH:43][C:33]([O:34][CH2:35][CH2:36][N:37]2[CH2:42][CH2:41][CH2:40][CH2:39][CH2:38]2)=[CH:32][CH:31]=1>CN(C=O)C>[N:37]1([CH2:36][CH2:35][O:34][C:33]2[CH:43]=[CH:44][C:30]([CH2:29][N:18]3[C:17]4[C:16]5[CH:22]=[CH:23][CH:24]=[CH:25][C:15]=5[S:14][CH2:13][C:12]=4[C:11]4[C:19]3=[CH:20][CH:21]=[C:9]([OH:8])[CH:10]=4)=[CH:31][CH:32]=2)[CH2:42][CH2:41][CH2:40][CH2:39][CH2:38]1 |f:0.1|. Procedure: NaH (60%, 144 mg, 1.317 mmoL) was added into 8-(tert-butyl-dimethyl-silanyloxy)-6,11-dihydro-5-thia-11-aza-benzo[a]fluorene (440 mg, 1.197 mmoL) in DMF (5 mL) at 0° C. After 10 minutes, 1-[2-(4-chloromethyl-phenoxy)-ethyl]-piperidine (382 mg, 1.317 mmoL) was added dropwise into the reaction at 0° C. The reaction mixture was slowly warmed to room temperature over 2 hours. The reaction mixture was then partitioned between EtOAc and saturated NH4Cl. The aqueous phase was extracted two times with Et... The reactants are CC(C)O, [K+], CCOC(=O)N1CCC(c2noc(-c3cc(Cl)c(N)c4c3OCC4)n2)CC1, [OH-]. Yields the product Nc1c(Cl)cc(-c2nc(C3CCNCC3)no2)c2c1CCO2. Reaction SMILES: [CH3:30][CH:31]([OH:32])[CH3:33].[K+:29].[NH2:1][c:2]1[c:3]([Cl:27])[cH:4][c:5](-[c:11]2[n:12][c:13]([CH:16]3[CH2:17][CH2:18][N:19]([C:22]([O:23][CH2:24][CH3:25])=[O:26])[CH2:20][CH2:21]3)[n:14][o:15]2)[c:6]2[c:7]1[CH2:8][CH2:9][O:10]2.[OH-:28]>>[NH2:1][c:2]1[c:3]([Cl:27])[cH:4][c:5](-[c:11]2[n:12][c:13]([CH:16]3[CH2:17][CH2:18][NH:19][CH2:20][CH2:21]3)[n:14][o:15]2)[c:6]2[c:7]1[CH2:8][CH2:9][O:10]2. Reactants: C(C(=C)C)(=O)OCCN=C=O (methacryloyloxyethyl isocyanate), C(C1=CC=CC=C1)O (benzyl alcohol). The reagents and catalysts are C(CCCCCCCCCCC)(=O)[O-].C(CCCCCCCCCCC)(=O)[O-].C(CCC)[Sn+2]CCCC (di-n-butyltin dilaurate). Run in O1CCOCC1 (dioxane). Yields the product C(C(=C)C)(=O)OCCNC(=O)OCC1=CC=CC=C1 (benzyloxycarbonylaminoethyl methacrylate). Yield: 80.6%. As a reaction SMILES: [C:1]([O:6][CH2:7][CH2:8][N:9]=[C:10]=[O:11])(=[O:5])[C:2]([CH3:4])=[CH2:3].[CH2:12]([OH:19])[C:13]1[CH:18]=[CH:17][CH:16]=[CH:15][CH:14]=1>O1CCOCC1.C([O-])(=O)CCCCCCCCCCC.C([O-])(=O)CCCCCCCCCCC.C([Sn+2]CCCC)CCC>[C:1]([O:6][CH2:7][CH2:8][NH:9][C:10]([O:19][CH2:12][C:13]1[CH:18]=[CH:17][CH:16]=[CH:15][CH:14]=1)=[O:11])(=[O:5])[C:2]([CH3:4])=[CH2:3] |f:3.4.5|. Procedure details: 77.5 g of methacryloyloxyethyl isocyanate (Karenzu MOI, available from Showa Denko K.K.) and 60 g of benzyl alcohol were dissolved in 260 g of dioxane. To the solution were then added 5 drops of di-n-butyltin dilaurate. The reaction mixture was then allowed to undergo reaction at a temperature of 65° C. for 3 hours. The dioxane and excess benzyl alcohol were then distilled off under reduced pressure. The residue was poured into water, extracted with ethyl acetate, and then dried. The solvent was... Starting materials: COC(=O)C1=CC2=C(N(C(=N2)NC=2SC3=C(N2)C=CC(=C3)OC(F)(F)F)C)C=C1 (1-methyl-2-(6-trifluoromethoxy-benzothiazol-2-ylamino)-1H-benzoimidazole-5-carboxylic acid methyl ester), [OH-].[Li+] (lithium hydroxide). The product is CN1C(=NC2=C1C=CC(=C2)C(=O)O)NC=2SC1=C(N2)C=CC(=C1)OC(F)(F)F (1-Methyl-2-(6-trifluoromethoxy-benzothiazol-2-ylamino)-1H-benzoimidazole-5-carboxylic acid). Yield: 95.7%. Reaction SMILES: C[O:2][C:3]([C:5]1[CH:29]=[CH:28][C:8]2[N:9]([CH3:27])[C:10]([NH:12][C:13]3[S:14][C:15]4[CH:21]=[C:20]([O:22][C:23]([F:26])([F:25])[F:24])[CH:19]=[CH:18][C:16]=4[N:17]=3)=[N:11][C:7]=2[CH:6]=1)=[O:4].[OH-].[Li+]>>[CH3:27][N:9]1[C:8]2[CH:28]=[CH:29][C:5]([C:3]([OH:4])=[O:2])=[CH:6][C:7]=2[N:11]=[C:10]1[NH:12][C:13]1[S:14][C:15]2[CH:21]=[C:20]([O:22][C:23]([F:25])([F:24])[F:26])[CH:19]=[CH:18][C:16]=2[N:17]=1 |f:1.2|. Reported procedure: 1-Methyl-2-(6-trifluoromethoxy-benzothiazol-2-ylamino)-1H-benzoimidazole-5-carboxylic acid (185 mg) was prepared by following General Procedure E starting from 1-methyl-2-(6-trifluoromethoxy-benzothiazol-2-ylamino)-1H-benzoimidazole-5-carboxylic acid methyl ester (200 mg) and lithium hydroxide (80 mg). LC/MS: m/z 409.9. 1H NMR (DMSO-d6, 400 MHz): δ 8.16 (s, 1H), 7.95 (s, 1H), 7.86 (d, 1H), 7.78-7.61 (m, 2H), 7.51 (d, 1H), 7.37 (d, 1H), 3.67 (s, 3H), —COOH proton signal was not observed. Reactants: CO, COC(=O)c1ccccc1NC(=O)c1ccc2oc3c(c(=O)c2c1)CCCC3, [Na+], [OH-], O. Yields the product O=C(Nc1ccccc1C(=O)O)c1ccc2oc3c(c(=O)c2c1)CCCC3. Reaction SMILES: [CH3:1][OH:2].[CH3:3][O:4][C:5](=[O:6])[c:7]1[c:8]([NH:13][C:14](=[O:15])[c:16]2[cH:17][c:18]3[c:19](=[O:30])[c:20]4[c:25]([o:26][c:27]3[cH:28][cH:29]2)[CH2:24][CH2:23][CH2:22][CH2:21]4)[cH:9][cH:10][cH:11][cH:12]1.[Na+:32].[OH-:31].[OH2:33]>>[O:4]=[C:5]([OH:6])[c:7]1[c:8]([NH:13][C:14](=[O:15])[c:16]2[cH:17][c:18]3[c:19](=[O:30])[c:20]4[c:25]([o:26][c:27]3[cH:28][cH:29]2)[CH2:24][CH2:23][CH2:22][CH2:21]4)[cH:9][cH:10][cH:11][cH:12]1.